This data is from the Open Reaction Database (ORD), a public repository of structured organic reaction records. The task is: describe an organic reaction: reactants, conditions, products, and yield The reactants are CCOC(=O)c1c(C)nc(C)c(C(=O)OCC)c1-c1ccc(O)cc1, CCO, ClCC1CO1, [Na]. Yields the product CCOC(=O)c1c(C)nc(C)c(C(=O)OCC)c1-c1ccc(OCC2CO2)cc1. Reaction SMILES: [CH2:1]([CH3:2])[O:3][C:4](=[O:5])[c:6]1[c:7]([CH3:25])[n:8][c:9]([CH3:24])[c:10]([C:19](=[O:20])[O:21][CH2:22][CH3:23])[c:11]1-[c:12]1[cH:13][cH:14][c:15]([OH:18])[cH:16][cH:17]1.[CH3:32][CH2:33][OH:34].[Cl:27][CH2:28][CH:29]1[CH2:30][O:31]1.[Na:26]>>[CH2:1]([CH3:2])[O:3][C:4](=[O:5])[c:6]1[c:7]([CH3:25])[n:8][c:9]([CH3:24])[c:10]([C:19](=[O:20])[O:21][CH2:22][CH3:23])[c:11]1-[c:12]1[cH:13][cH:14][c:15]([O:18][CH2:28][CH:29]2[CH2:30][O:31]2)[cH:16][cH:17]1. Reactants: CC(=O)O, CCOC(C)=O, [Fe], CS(=O)(=O)c1ccc([N+](=O)[O-])cn1, [Na+], O=C([O-])O, O. Yields the product CS(=O)(=O)c1ccc(N)cn1. RXN SMILES: [CH3:14][C:15](=[O:16])[OH:17].[CH3:23][CH2:24][O:25][C:26](=[O:27])[CH3:28].[Fe:30].[N+:1]([O-:2])(=[O:3])[c:4]1[cH:5][n:6][c:7]([S:10](=[O:11])(=[O:12])[CH3:13])[cH:8][cH:9]1.[Na+:22].[O-:18][C:19]([OH:20])=[O:21].[OH2:29]>>[NH2:1][c:4]1[cH:5][n:6][c:7]([S:10](=[O:11])(=[O:12])[CH3:13])[cH:8][cH:9]1. Starting materials: C(C1=CC=CC=C1)(=O)NNC(=O)C=1N=CN2C1N=NN(C2=O)C (N′-Benzoyl-3-methyl-4-oxo-3,4-dihydroimidazo[5,1-d][1,2,3,5]tetrazine-8-carbohydrazide), C(Br)(Br)(Br)Br (carbon tetrabromide), C1(=CC=CC=C1)P(C1=CC=CC=C1)C1=CC=CC=C1 (triphenylphosphine). Solvent: C(Cl)Cl (DCM). Product: CN1N=NC=2N(C1=O)C=NC2C=2OC(=NN2)C2=CC=CC=C2 (3-Methyl-8-(5-phenyl-1,3,4-oxadiazol-2-yl)imidazo[5,1-d][1,2,3,5]tetrazin-4(3H)-one). As a reaction SMILES: [C:1]([NH:9][NH:10][C:11]([C:13]1[N:14]=[CH:15][N:16]2[C:21](=[O:22])[N:20]([CH3:23])[N:19]=[N:18][C:17]=12)=[O:12])(=O)[C:2]1[CH:7]=[CH:6][CH:5]=[CH:4][CH:3]=1.C(Br)(Br)(Br)Br.C1(P(C2C=CC=CC=2)C2C=CC=CC=2)C=CC=CC=1>C(Cl)Cl>[CH3:23][N:20]1[C:21](=[O:22])[N:16]2[CH:15]=[N:14][C:13]([C:11]3[O:12][C:1]([C:2]4[CH:7]=[CH:6][CH:5]=[CH:4][CH:3]=4)=[N:9][N:10]=3)=[C:17]2[N:18]=[N:19]1. Procedure details: N′-Benzoyl-3-methyl-4-oxo-3,4-dihydroimidazo[5,1-d][1,2,3,5]tetrazine-8-carbohydrazide (0.03 mmol), carbon tetrabromide (0.06 mmol) and triphenylphosphine (0.06 mmol) were stirred in DCM (0.5 mL) for 3 hours. The crude reaction mixture was purified by column chromatography, eluting with 10% MeCN/DCM, to give the title compound. δH (DMSO-d6) 9.06 (1H, s), 8.11 (2H, m), 7.67 (3H, m), 3.93 (3H, s). Starting materials: COC1=NC=C(C=C1OC)C#C[Si](C)(C)C (2,3-Dimethoxy-5-[(trimethylsilyl)ethynyl]pyridine), COC1=NC=C(C=C1OC)C#C[Si](C)(C)C (2,3-Dimethoxy-5-[(trimethylsilyl)ethynyl]pyridine), [OH-].[Na+] (sodium hydroxide). The solvent is CO (methanol). Conditions: time 16 hour. Yields the product C(#C)C=1C=C(C(=NC1)OC)OC (5-ethynyl-2,3-dimethoxypyridine). The yield is 81.7%. RXN SMILES: [CH3:1][O:2][C:3]1[C:8]([O:9][CH3:10])=[CH:7][C:6]([C:11]#[C:12][Si](C)(C)C)=[CH:5][N:4]=1.[OH-].[Na+]>CO>[C:11]([C:6]1[CH:7]=[C:8]([O:9][CH3:10])[C:3]([O:2][CH3:1])=[N:4][CH:5]=1)#[CH:12] |f:1.2|. Procedure details: 2,3-Dimethoxy-5-[(trimethylsilyl)ethynyl]pyridine (Intermediate 31) (9.8 g, 42 mmol) was dissolved in a mixture of aqueous sodium hydroxide (21 ml, 2 M, 42 mmol) and methanol (50 ml) to give a colourless solution which was stirred for 16 hours. The reaction was evaporated and the residue was partitioned between ethyl acetate and water before the organic layer was dried and concentrated in vacuo. The crude material was purified by (SiO2; 0-10% ethyl acetate in petrol) to afford 5-ethynyl-2,3-dime... The reactants are CO, CCOC(C)=O, CC(CC(Cc1ccc(-c2ccccc2)cc1)NC(=O)c1nnn(Cc2ccccc2)n1)C(=O)NS(C)(=O)=O. As a reaction SMILES: [CH3:40][OH:41].[CH3:42][CH2:43][O:44][C:45]([CH3:46])=[O:47].[c:1]1(-[c:34]2[cH:35][cH:36][cH:37][cH:38][cH:39]2)[cH:2][cH:3][c:4]([CH2:7][CH:8]([CH2:9][CH:10]([C:11](=[O:12])[NH:13][S:14](=[O:15])(=[O:16])[CH3:17])[CH3:18])[NH:19][C:20](=[O:21])[c:22]2[n:23][n:24][n:25]([CH2:27][c:28]3[cH:29][cH:30][cH:31][cH:32][cH:33]3)[n:26]2)[cH:5][cH:6]1>>[c:1]1(-[c:34]2[cH:35][cH:36][cH:37][cH:38][cH:39]2)[cH:2][cH:3][c:4]([CH2:7][CH:8]([CH2:9][CH:10]([C:11](=[O:12])[NH:13][S:14](=[O:15])(=[O:16])[CH3:17])[CH3:18])[NH:19][C:20](=[O:21])[c:22]2[n:23][n:24][nH:25][n:26]2)[cH:5][cH:6]1. Product: CC(CC(Cc1ccc(-c2ccccc2)cc1)NC(=O)c1nn[nH]n1)C(=O)NS(C)(=O)=O.